This data is from the Open Reaction Database (ORD), a public repository of structured organic reaction records. The task is: describe an organic reaction: reactants, conditions, products, and yield Starting materials: CN(C)C=O, COC(=O)c1cccc2c(C=O)c[nH]c12, Cl, [NH3+]O. Yields the product COC(=O)c1cccc2c(C=NO)c[nH]c12. Reaction SMILES: [CH3:19][N:20]([CH3:21])[CH:22]=[O:23].[CH:1](=[O:2])[c:3]1[cH:4][nH:5][c:6]2[c:7]([C:12](=[O:13])[O:14][CH3:15])[cH:8][cH:9][cH:10][c:11]12.[ClH:16].[OH:17][NH3+:18]>>[CH:1]([c:3]1[cH:4][nH:5][c:6]2[c:7]([C:12](=[O:13])[O:14][CH3:15])[cH:8][cH:9][cH:10][c:11]12)=[N:18][OH:17]. The reactants are O=C(n1ccnc1)n1ccnc1, CC1(C)Cc2cc(C(=O)O)ccc2NC1c1cccc(N2C(=O)OCC2Cc2ccccc2)c1, CS(N)(=O)=O, CN(C)C=O, [H-], [Na+]. Product: CC1(C)Cc2cc(C(=O)NS(C)(=O)=O)ccc2NC1c1cccc(N2C(=O)OCC2Cc2ccccc2)c1. RXN SMILES: [C:42]([n:43]1[cH:44][cH:45][n:46][cH:47]1)([n:48]1[cH:49][cH:50][n:51][cH:52]1)=[O:53].[CH2:8]([c:9]1[cH:10][cH:11][cH:12][cH:13][cH:14]1)[CH:15]1[N:16]([c:21]2[cH:22][c:23]([CH:27]3[NH:28][c:29]4[cH:30][cH:31][c:32]([C:39](=[O:40])[OH:41])[cH:33][c:34]4[CH2:35][C:36]3([CH3:37])[CH3:38])[cH:24][cH:25][cH:26]2)[C:17](=[O:20])[O:18][CH2:19]1.[CH3:3][S:4](=[O:5])(=[O:6])[NH2:7].[CH3:54][N:55]([CH3:56])[CH:57]=[O:58].[H-:1].[Na+:2]>>[CH3:3][S:4](=[O:5])(=[O:6])[NH:7][C:39]([c:32]1[cH:31][cH:30][c:29]2[c:34]([cH:33]1)[CH2:35][C:36]([CH3:37])([CH3:38])[CH:27]([c:23]1[cH:22][c:21]([N:16]3[CH:15]([CH2:8][c:9]4[cH:10][cH:11][cH:12][cH:13][cH:14]4)[CH2:19][O:18][C:17]3=[O:20])[cH:26][cH:25][cH:24]1)[NH:28]2)=[O:40]. The reactants are CC(C)=O, CC12CCC3C(CCC4=CC(=O)CCC43CO)C1CCC2=O. The product is CC12CCC3C(CCC4=CC(=O)CCC43C=O)C1CCC2=O. Reaction SMILES: [CH3:23][C:24](=[O:25])[CH3:26].[OH:1][CH2:2][C:3]12[CH2:4][CH2:5][C:6](=[O:22])[CH:7]=[C:8]1[CH2:9][CH2:10][CH:11]1[CH:12]3[CH2:13][CH2:14][C:15](=[O:21])[C:16]3([CH3:17])[CH2:18][CH2:19][CH:20]21>>[O:1]=[CH:2][C:3]12[CH2:4][CH2:5][C:6](=[O:22])[CH:7]=[C:8]1[CH2:9][CH2:10][CH:11]1[CH:12]3[CH2:13][CH2:14][C:15](=[O:21])[C:16]3([CH3:17])[CH2:18][CH2:19][CH:20]21. Starting materials: COc1ccc(-c2c[nH]c3ncccc23)cc1OC, CN(C)C=O, [H-], S=C=Nc1ccccc1, [Na+]. Yields the product COc1ccc(-c2cn(C(=S)Nc3ccccc3)c3ncccc23)cc1OC. As a reaction SMILES: [CH3:1][O:2][c:3]1[cH:4][c:5](-[c:11]2[cH:12][nH:13][c:14]3[n:15][cH:16][cH:17][cH:18][c:19]23)[cH:6][cH:7][c:8]1[O:9][CH3:10].[CH3:31][N:32]([CH3:33])[CH:34]=[O:35].[H-:20].[N:22](=[C:23]=[S:24])[c:25]1[cH:26][cH:27][cH:28][cH:29][cH:30]1.[Na+:21]>>[CH3:1][O:2][c:3]1[cH:4][c:5](-[c:11]2[cH:12][n:13]([C:23]([NH:22][c:25]3[cH:26][cH:27][cH:28][cH:29][cH:30]3)=[S:24])[c:14]3[n:15][cH:16][cH:17][cH:18][c:19]23)[cH:6][cH:7][c:8]1[O:9][CH3:10].